Dataset: the Open Reaction Database (ORD), a public repository of structured organic reaction records. Task: describe an organic reaction: reactants, conditions, products, and yield The reactants are CCOC(=O)C(=O)NCCc1cccc(OC)c1, CS(=O)(=O)O, ClCCl, [K+], [K+], O=C([O-])[O-], O=P12OP3(=O)OP(=O)(O1)OP(=O)(O2)O3. The product is CCOC(=O)C1=NCCc2cc(OC)ccc21. RXN SMILES: [CH2:20]([CH3:21])[O:22][C:23]([C:24](=[O:25])[NH:26][CH2:27][CH2:28][c:29]1[cH:30][c:31]([O:35][CH3:36])[cH:32][cH:33][cH:34]1)=[O:37].[CH3:1][S:2](=[O:3])(=[O:4])[OH:5].[Cl:44][CH2:45][Cl:46].[K+:38].[K+:39].[O-:40][C:41]([O-:42])=[O:43].[O:6]=[P:7]12[O:8][P:9]3(=[O:19])[O:10][P:11](=[O:17])([O:12][P:13](=[O:16])([O:14]3)[O:15]1)[O:18]2>>[CH2:20]([CH3:21])[O:22][C:23]([C:24]1=[N:26][CH2:27][CH2:28][c:29]2[cH:30][c:31]([O:35][CH3:36])[cH:32][cH:33][c:34]21)=[O:37]. Yields the product C(C)SC1=CNC2=CC(=CC=C12)C(=O)N1CCOCC1 ((3-(Ethylthio)-1H-indol-6-yl)(morpholino)methanone). Reported procedure: Synthesized from (1H-indol-6-yl)(morpholino)methanone (1.5 g, 6.52 mmol, 1.0 eq) in an analogous manner as described for 1b). Yield: 1.3 g. Mass spectroscopy: m/z: [M+H]+=291.4. Reaction SMILES: [NH:1]1[C:9]2[C:4](=[CH:5][CH:6]=[C:7]([C:10]([N:12]3[CH2:17][CH2:16][O:15][CH2:14][CH2:13]3)=[O:11])[CH:8]=2)[CH:3]=[CH:2]1.C[S:19][C:20]1C2C(=CC(C(N3CCOCC3)=O)=CC=2)N[CH:21]=1>>[CH2:20]([S:19][C:3]1[C:4]2[C:9](=[CH:8][C:7]([C:10]([N:12]3[CH2:17][CH2:16][O:15][CH2:14][CH2:13]3)=[O:11])=[CH:6][CH:5]=2)[NH:1][CH:2]=1)[CH3:21]. Starting materials: N1C=CC2=CC=C(C=C12)C(=O)N1CCOCC1 ((1H-indol-6-yl)(morpholino)methanone), CSC1=CNC2=CC(=CC=C12)C(=O)N1CCOCC1 ((3-(Methylthio)-1H-indol-6-yl)(morpholino)methanone).